This data is from the Open Reaction Database (ORD), a public repository of structured organic reaction records. The task is: describe an organic reaction: reactants, conditions, products, and yield Starting materials: C(C#CC)N1C(NC(C(=C1OC1=CC(=CC(=C1)C)C)C(C)C)=O)=O (1-But-2-ynyl-6-(3,5-dimethyl-phenoxy)-5-isopropyl-1H-pyrimidine-2,4-dione). Reagents/catalysts: [Pd] (palladium on barium sulfate). Run in CO (methanol). Run at time 15 minute. Product: C(C=CC)N1C(NC(C(=C1OC1=CC(=CC(=C1)C)C)C(C)C)=O)=O (1-But-2-enyl-6-(3,5-dimethyl-phenoxy)-5-isopropyl-1H-pyrimidine-2,4-dione). Yield: 101.5%. RXN SMILES: [CH2:1]([N:5]1[C:10]([O:11][C:12]2[CH:17]=[C:16]([CH3:18])[CH:15]=[C:14]([CH3:19])[CH:13]=2)=[C:9]([CH:20]([CH3:22])[CH3:21])[C:8](=[O:23])[NH:7][C:6]1=[O:24])[C:2]#[C:3][CH3:4]>CO.[Pd]>[CH2:1]([N:5]1[C:10]([O:11][C:12]2[CH:13]=[C:14]([CH3:19])[CH:15]=[C:16]([CH3:18])[CH:17]=2)=[C:9]([CH:20]([CH3:21])[CH3:22])[C:8](=[O:23])[NH:7][C:6]1=[O:24])[CH:2]=[CH:3][CH3:4]. Reported procedure: 1-But-2-ynyl-6-(3,5-dimethyl-phenoxy)-5-isopropyl-1H-pyrimidine-2,4-dione (116) (50 mg, 0.15 mmol) was stirred in the presence of palladium on barium sulfate (15 mg) in methanol (5 mL) under a hydrogen atmosphere. After 15 min., the mixture was filtered through a plug of celite and the filtrate was evaporated in vacuo. The residue was purified by silica gel column chromatography (eluent, ethyl acetate:hexane (1:2)) to afford 50 mg (100%) of a white solid. m.p. 141-142° C.; 1H-NMR (200 MHz, CDCl3... Starting materials: ClC1=NC=CC(=N1)C=1C=C(CN2C(CNCC2)C(=O)O)C=CC1 (1-[3-(2-Chloro-pyrimidin-4-yl)-benzyl]-piperazine-2-carboxylic acid), NCCC1=CC=C(C=C1)O (tyramine), 434. Yields the product OC1=CC=C(C=C1)CCNC1=NC=CC(=N1)C=1C=C(CN2C(CNCC2)C(=O)O)C=CC1 (1-(3-{2-[2-(4-Hydroxy-phenyl)-ethylamino]-pyrimidin-4-yl}-benzyl)-piperazine-2-carboxylic acid). As a reaction SMILES: Cl[C:2]1[N:7]=[C:6]([C:8]2[CH:9]=[C:10]([CH:21]=[CH:22][CH:23]=2)[CH2:11][N:12]2[CH2:17][CH2:16][NH:15][CH2:14][CH:13]2[C:18]([OH:20])=[O:19])[CH:5]=[CH:4][N:3]=1.[NH2:24][CH2:25][CH2:26][C:27]1[CH:32]=[CH:31][C:30]([OH:33])=[CH:29][CH:28]=1>>[OH:33][C:30]1[CH:31]=[CH:32][C:27]([CH2:26][CH2:25][NH:24][C:2]2[N:7]=[C:6]([C:8]3[CH:9]=[C:10]([CH:21]=[CH:22][CH:23]=3)[CH2:11][N:12]3[CH2:17][CH2:16][NH:15][CH2:14][CH:13]3[C:18]([OH:20])=[O:19])[CH:5]=[CH:4][N:3]=2)=[CH:28][CH:29]=1. Procedure: Intermediate 137 was coupled with tyramine following procedure F. The resulting product was deprotected following procedure G2. LC-MS showed the product had the expected M+H+ of 434. 1H NMR (Varian 300 MHz, CD3OD, shifts relative to the solvent peak at 3.3 ppm) δ 8.47 (s, 1H) 8.36 (d, 2H) 7.88 (d, 1H) 7.74 (t, 1H) 7.61 (d, 1H) 7.15 (d, 2H) 6.68 (d, 2H) 4.68 (dd, 1H) 4.39 (s, 2H) 3.96 (t, 2H) 3.84 (dd, 2H) 3.52 (t, 2H) 3.44 (t, 2H) 2.95 (t, 2H). The reactants are C=CC(=O)OCC, CC#N, Cl[Cu]Cl, Cl, CC(C)(C)ON=O, COc1c(Cl)cc(F)c(-n2c(=O)cc(C(F)(F)F)n(C)c2=O)c1N. RXN SMILES: [C:25]([CH:26]=[CH2:27])(=[O:28])[O:29][CH2:30][CH3:31].[CH3:40][C:41]#[N:42].[Cl:43][Cu:44][Cl:45].[ClH:39].[N:32]([O:33][C:34]([CH3:35])([CH3:36])[CH3:37])=[O:38].[NH2:1][c:2]1[c:3](-[n:12]2[c:13](=[O:24])[n:14]([CH3:23])[c:15]([C:19]([F:20])([F:21])[F:22])[cH:16][c:17]2=[O:18])[c:4]([F:11])[cH:5][c:6]([Cl:10])[c:7]1[O:8][CH3:9]>>[c:2]1([CH2:27][CH:26]([C:25](=[O:28])[O:29][CH2:30][CH3:31])[Cl:39])[c:3](-[n:12]2[c:13](=[O:24])[n:14]([CH3:23])[c:15]([C:19]([F:20])([F:21])[F:22])[cH:16][c:17]2=[O:18])[c:4]([F:11])[cH:5][c:6]([Cl:10])[c:7]1[O:8][CH3:9]. Product: CCOC(=O)C(Cl)Cc1c(OC)c(Cl)cc(F)c1-n1c(=O)cc(C(F)(F)F)n(C)c1=O. Starting materials: SC=1NC2=C(N1)C=CC=C2 (2-Mercaptobenzimidazole), Cl.CN(C1=C(CCl)C=CC=C1)C (2-dimethylaminobenzyl chloride hydrochloride). The solvent is C(C)O (ethanol). Reaction conditions: time 30 minute. The product is CN(C1=C(CSC=2NC3=C(N2)C=CC=C3)C=CC=C1)C (2-(2-dimethylaminobenzylthio)benzimidazole). Yield: 63.4%. RXN SMILES: [SH:1][C:2]1[NH:3][C:4]2[CH:10]=[CH:9][CH:8]=[CH:7][C:5]=2[N:6]=1.Cl.[CH3:12][N:13]([CH3:22])[C:14]1[CH:21]=[CH:20][CH:19]=[CH:18][C:15]=1[CH2:16]Cl>C(O)C>[CH3:12][N:13]([CH3:22])[C:14]1[CH:21]=[CH:20][CH:19]=[CH:18][C:15]=1[CH2:16][S:1][C:2]1[NH:3][C:4]2[CH:10]=[CH:9][CH:8]=[CH:7][C:5]=2[N:6]=1 |f:1.2|. Reported procedure: 2-Mercaptobenzimidazole (4.73 g) was dissolved in 150 ml of ethanol, and to the solution was added 6.18 g of 2-dimethylaminobenzyl chloride hydrochloride. The mixture was stirred at room temperature for 30 minutes. Precipitated crystals were collected by filtration. A saturated aqueous NaHCO3 solution was added to the crystals, and the resulting mixture was extracted with chloroform. The chloroform layer was washed with saturated brine and then dried over anhydrous sodium sulfate. The solvent wa...